Dataset: the Open Reaction Database (ORD), a public repository of structured organic reaction records. Task: describe an organic reaction: reactants, conditions, products, and yield The reactants are O=C1CCC(=O)N1Br, ClCCl, COc1ccc(-c2nnn(C)n2)cc1CO, c1ccc(P(c2ccccc2)c2ccccc2)cc1. The product is COc1ccc(-c2nnn(C)n2)cc1CBr. RXN SMILES: [Br:36][N:37]1[C:38](=[O:39])[CH2:40][CH2:41][C:42]1=[O:43].[CH2:44]([Cl:45])[Cl:46].[CH3:1][O:2][c:3]1[c:4]([CH2:15][OH:16])[cH:5][c:6](-[c:9]2[n:10][n:11][n:12]([CH3:14])[n:13]2)[cH:7][cH:8]1.[c:17]1([P:18]([c:19]2[cH:20][cH:21][cH:22][cH:23][cH:24]2)[c:25]2[cH:26][cH:27][cH:28][cH:29][cH:30]2)[cH:31][cH:32][cH:33][cH:34][cH:35]1>>[CH3:1][O:2][c:3]1[c:4]([CH2:15][Br:36])[cH:5][c:6](-[c:9]2[n:10][n:11][n:12]([CH3:14])[n:13]2)[cH:7][cH:8]1. Starting materials: C(C)OC(=O)C1=C(C=CC=2NC(=NC21)C(NC2CCN(CC2)C(C)C)=O)OCC(F)(F)F (2-(1-Isopropyl-piperidin-4-ylcarbamoyl)-5-(2,2,2-trifluoro-ethoxy)-1H-benzoimidazole-4-carboxylic acid ethyl ester), ClC1=CC=C(S1)C1=CC(=NO1)COS(=O)(=O)C (methanesulfonic acid 5-(5-chloro-thiophen-2-yl)-isoxazol-3-ylmethyl ester), ethyl ester. Product: ClC1=CC=C(S1)C1=CC(=NO1)CN1C(=NC2=C1C=CC(=C2C(=O)O)OCC(F)(F)F)C(NC2CCN(CC2)C(C)C)=O (1-[5-(5-Chloro-thiophen-2-yl)-isoxazol-3-ylmethyl]-2-(1-isopropyl-piperidin-4-ylcarbamoyl)-5-(2,2,2-trifluoro-ethoxy)-1H-benzoimidazole-4-carboxylic acid). RXN SMILES: C([O:3][C:4]([C:6]1[C:14]2[N:13]=[C:12]([C:15](=[O:26])[NH:16][CH:17]3[CH2:22][CH2:21][N:20]([CH:23]([CH3:25])[CH3:24])[CH2:19][CH2:18]3)[NH:11][C:10]=2[CH:9]=[CH:8][C:7]=1[O:27][CH2:28][C:29]([F:32])([F:31])[F:30])=[O:5])C.[Cl:33][C:34]1[S:38][C:37]([C:39]2[O:43][N:42]=[C:41]([CH2:44]OS(C)(=O)=O)[CH:40]=2)=[CH:36][CH:35]=1>>[Cl:33][C:34]1[S:38][C:37]([C:39]2[O:43][N:42]=[C:41]([CH2:44][N:11]3[C:10]4[CH:9]=[CH:8][C:7]([O:27][CH2:28][C:29]([F:32])([F:31])[F:30])=[C:6]([C:4]([OH:3])=[O:5])[C:14]=4[N:13]=[C:12]3[C:15](=[O:26])[NH:16][CH:17]3[CH2:22][CH2:21][N:20]([CH:23]([CH3:24])[CH3:25])[CH2:19][CH2:18]3)[CH:40]=2)=[CH:36][CH:35]=1. Procedure details: 1-[5-(5-Chloro-thiophen-2-yl)-isoxazol-3-ylmethyl]-2-(1-isopropyl-piperidin-4-ylcarbamoyl)-5-(2,2,2-trifluoro-ethoxy)-1H-benzoimidazole-4-carboxylic acid was prepared by a procedure according to example 81 starting from 299.0 mg (0.66 mmol) 2-(1-Isopropyl-piperidin-4-ylcarbamoyl)-5-(2,2,2-trifluoro-ethoxy)-1H-benzoimidazole-4-carboxylic acid ethyl ester and 192.4 mg (0.66 mmol) methanesulfonic acid 5-(5-chloro-thiophen-2-yl)-isoxazol-3-ylmethyl ester. Hydrolysis of the resulting ethyl ester by t... Starting materials: BrC=1C(=NC2=CC=C(C=C2N1)C(=O)OC)C1=CC=CC=C1 (methyl 3-bromo-2-phenylquinoxaline-6-carboxylate), C[C@@H](CC)N ((S)-butan-2-amine). Solvent: CS(=O)C (DMSO). Reaction conditions: temperature 60 celsius, time 8 hour. The product is [C@@H](C)(CC)NC=1C(=NC2=CC=C(C=C2N1)C(=O)OC)C1=CC=CC=C1 ((R)-methyl 3-(sec-butylamino)-2-phenylquinoxaline-6-carboxylate). As a reaction SMILES: Br[C:2]1[C:3]([C:16]2[CH:21]=[CH:20][CH:19]=[CH:18][CH:17]=2)=[N:4][C:5]2[C:10]([N:11]=1)=[CH:9][C:8]([C:12]([O:14][CH3:15])=[O:13])=[CH:7][CH:6]=2.[CH3:22][C@H:23]([NH2:26])[CH2:24][CH3:25]>CS(C)=O>[C@H:23]([NH:26][C:2]1[C:3]([C:16]2[CH:21]=[CH:20][CH:19]=[CH:18][CH:17]=2)=[N:4][C:5]2[C:10]([N:11]=1)=[CH:9][C:8]([C:12]([O:14][CH3:15])=[O:13])=[CH:7][CH:6]=2)([CH2:24][CH3:25])[CH3:22]. Procedure: Into a 8-mL sealed tube, was placed methyl 3-bromo-2-phenylquinoxaline-6-carboxylate (150 mg, 0.439 mmol, 1.00 equiv), (S)-butan-2-amine (2 mL), DMSO (1 mL). The resulting solution was stirred overnight at 60° C. in an oil bath. The resulting mixture was concentrated under vacuum and diluted with H2O. The resulting solids were collected by filtration. The residue was applied onto a silica gel column with PE/EA (50:1). This resulted in 114 mg of (R)-methyl 3-(sec-butylamino)-2-phenylquinoxaline-6... Reactants: C1(CCCCC1)=O (cyclohexanone), C (charcoal), O=C1[C@@H](CNC2=C(N1)C=CC=C2)NC(=O)OC(C)(C)C ((R)-(+)-2-oxo-3-tert-butoxycarbonylamino-1,3,4,5-tetrahydro-2H-1,5-benzodiazepine), [H][H] (hydrogen). Reagents/catalysts: [Pt]=O (platinum oxide). The solvent is C(C)(=O)OCC (ethyl acetate), C(C)(=O)O (acetic acid). Conditions: time 1 hour. Product: O=C1[C@@H](CN(C2=C(N1)C=CC=C2)C2CCCCC2)NC(=O)OC(C)(C)C ((R)-(−)-2-oxo-3-tert-butoxycarbonylamino-5-cyclohexyl-1,3,4,5-tetrahydro-2H-1,5-benzodiazepine). The yield is 91.5%. RXN SMILES: [O:1]=[C:2]1[NH:8][C:7]2[CH:9]=[CH:10][CH:11]=[CH:12][C:6]=2[NH:5][CH2:4][C@H:3]1[NH:13][C:14]([O:16][C:17]([CH3:20])([CH3:19])[CH3:18])=[O:15].[C:21]1(=O)[CH2:26][CH2:25][CH2:24][CH2:23][CH2:22]1.[H][H].C>C(O)(=O)C.[Pt]=O.C(OCC)(=O)C>[O:1]=[C:2]1[NH:8][C:7]2[CH:9]=[CH:10][CH:11]=[CH:12][C:6]=2[N:5]([CH:21]2[CH2:26][CH2:25][CH2:24][CH2:23][CH2:22]2)[CH2:4][C@H:3]1[NH:13][C:14]([O:16][C:17]([CH3:20])([CH3:19])[CH3:18])=[O:15]. Procedure details: To a solution of 50 g of (R)-(+)-2-oxo-3-tert-butoxycarbonylamino-1,3,4,5-tetrahydro-2H-1,5-benzodiazepine as described in WO98/25911 in 43.3 g of acetic acid were added 70.8 g of cyclohexanone and 1.5 g of platinum oxide. The resulting mixture was stirred at room temperature for 5 hours under pressure of 3 to 3.5 kg/cm2 in a hydrogen gas atmosphere. To the reaction mixture were added 200 ml of ethyl acetate and 5 g of active charcoal, followed by stirring for further 1 hour at room temperature.... Reactants: Cc1ccccc1, [Na+], [Na+], O=C([O-])[O-], CCCc1cccc(-c2nc(C)cc(O)n2)n1, O=P(Cl)(Cl)Cl. Product: CCCc1cccc(-c2nc(C)cc(Cl)n2)n1. RXN SMILES: [CH3:29][c:30]1[cH:31][cH:32][cH:33][cH:34][cH:35]1.[Na+:23].[Na+:24].[O-:25][C:26](=[O:27])[O-:28].[OH:1][c:2]1[n:3][c:4](-[c:9]2[n:10][c:11]([CH2:15][CH2:16][CH3:17])[cH:12][cH:13][cH:14]2)[n:5][c:6]([CH3:8])[cH:7]1.[P:18]([Cl:19])([Cl:20])([Cl:21])=[O:22]>>[c:2]1([Cl:20])[n:3][c:4](-[c:9]2[n:10][c:11]([CH2:15][CH2:16][CH3:17])[cH:12][cH:13][cH:14]2)[n:5][c:6]([CH3:8])[cH:7]1. Procedure details: NBS (407 mg, 2.287 mmol) was added to a solution of 6-bromo-2-(1-ethoxyvinyl)quinoline (530 mg, 1.91 mmol) in THF (10 mL) and water (2.5 mL) and the mixture was stirred at rt for 2 h. The reaction mixture was partitioned between EtOAc and brine and the organic layer was concentrated. The crude material was purified by flash silica gel chromatography (eluted with Et2O/hexanes, gradient from 0 to 5% Et2O) to yield 2-bromo-1-(6-bromoquinolin-2-yl)ethanone (380 mg) as white solid. LC-MS retention ti... The product is BrCC(=O)C1=NC2=CC=C(C=C2C=C1)Br (2-bromo-1-(6-bromoquinolin-2-yl)ethanone). Starting materials: C1CC(=O)N(C1=O)Br (NBS), BrC=1C=C2C=CC(=NC2=CC1)C(=C)OCC (6-bromo-2-(1-ethoxyvinyl)quinoline). Reaction SMILES: C1C(=O)N([Br:8])C(=O)C1.[Br:9][C:10]1[CH:11]=[C:12]2[C:17](=[CH:18][CH:19]=1)[N:16]=[C:15]([C:20]([O:22]CC)=[CH2:21])[CH:14]=[CH:13]2>C1COCC1.O>[Br:8][CH2:22][C:20]([C:15]1[CH:14]=[CH:13][C:12]2[C:17](=[CH:18][CH:19]=[C:10]([Br:9])[CH:11]=2)[N:16]=1)=[O:21]. The yield is 60.5%. Run at time 2 hour. Solvent: C1CCOC1 (THF), O (water). The reactants are N-Aryl-benzenesulfonamides, NC1=C(C=C(C=C1)OC)C(=O)C1=CC=CC=C1 ((2-Amino-5-methoxy-phenyl)-phenyl-methanone), COC1=CC=C(C=C1)S(=O)(=O)Cl (4-Methoxy-benzenesulfonyl chloride). Yields the product C(C1=CC=CC=C1)(=O)C1=C(C=CC(=C1)OC)NS(=O)(=O)C1=CC=C(C=C1)OC (N-(2-Benzoyl-4-methoxy-phenyl)-4-methoxy-benzenesulfonamide). RXN SMILES: [NH2:1][C:2]1[CH:7]=[CH:6][C:5]([O:8][CH3:9])=[CH:4][C:3]=1[C:10]([C:12]1[CH:17]=[CH:16][CH:15]=[CH:14][CH:13]=1)=[O:11].[CH3:18][O:19][C:20]1[CH:25]=[CH:24][C:23]([S:26](Cl)(=[O:28])=[O:27])=[CH:22][CH:21]=1>>[C:10]([C:3]1[CH:4]=[C:5]([O:8][CH3:9])[CH:6]=[CH:7][C:2]=1[NH:1][S:26]([C:23]1[CH:22]=[CH:21][C:20]([O:19][CH3:18])=[CH:25][CH:24]=1)(=[O:28])=[O:27])(=[O:11])[C:12]1[CH:13]=[CH:14][CH:15]=[CH:16][CH:17]=1. Procedure details: The title compound was prepared according to the general procedure for the synthesis of N-Aryl-benzenesulfonamides previously described using 115 mg of (2-Amino-5-methoxy-phenyl)-phenyl-methanone and 103 mg of 4-Methoxy-benzenesulfonyl chloride. 1H-NMR (400 MHz, CDCl3): δ 3.60 (s, 3H), 3.72 (s, 3H), 6.55 (d, 2H, J=8.8 Hz), 6.78 (d, 1H, J=2.8 Hz), 7.07 (dd, 1H, J=8.8 Hz, 2.8 Hz), 7.28-7.37 (m, 4H), 7.42 (d, 2H, J=6.8 Hz), 7.54 (m, 1H), 7.72 (d, 1H, J=8.8 Hz), 9.05 (s, 1H). MS: m/z 398.3 (M++1). Reactants: Cc1c(C(=O)C(Cl)=C(Cl)C(=O)O)c2ccccc2n1C, Cc1cc2ccccc2n1C, CC(=O)OC(C)=O. Product: Cc1c(C2(c3c(C)n(C)c4ccccc34)OC(=O)C(Cl)=C2Cl)c2ccccc2n1C. RXN SMILES: [CH3:12][n:13]1[c:14]([CH3:31])[c:15]([C:22]([C:23](=[C:24]([C:25](=[O:26])[OH:27])[Cl:28])[Cl:29])=[O:30])[c:16]2[cH:17][cH:18][cH:19][cH:20][c:21]12.[CH3:1][n:2]1[c:3]([CH3:11])[cH:4][c:5]2[cH:6][cH:7][cH:8][cH:9][c:10]12.[CH3:32][C:33]([O:34][C:35](=[O:36])[CH3:37])=[O:38]>>[CH3:1][n:2]1[c:3]([CH3:11])[c:4]([C:22]2([c:15]3[c:14]([CH3:31])[n:13]([CH3:12])[c:21]4[c:16]3[cH:17][cH:18][cH:19][cH:20]4)[C:23]([Cl:29])=[C:24]([Cl:28])[C:25](=[O:26])[O:30]2)[c:5]2[cH:6][cH:7][cH:8][cH:9][c:10]12.